From a dataset of the Open Reaction Database (ORD), a public repository of structured organic reaction records. describe an organic reaction: reactants, conditions, products, and yield Starting materials: CCOC(=O)c1ccc2[nH]c(-c3cc(-c4cc(C)c(O)c(C)c4)nnc3OC)cc2c1, CCO, Cl, [Na+], [OH-]. Product: COc1nnc(-c2cc(C)c(O)c(C)c2)cc1-c1cc2cc(C(=O)O)ccc2[nH]1. As a reaction SMILES: [CH2:1]([CH3:2])[O:3][C:4](=[O:5])[c:6]1[cH:7][c:8]2[cH:9][c:10](-[c:15]3[c:16]([O:30][CH3:31])[n:17][n:18][c:19](-[c:21]4[cH:22][c:23]([CH3:29])[c:24]([OH:28])[c:25]([CH3:27])[cH:26]4)[cH:20]3)[nH:11][c:12]2[cH:13][cH:14]1.[CH3:35][CH2:36][OH:37].[ClH:34].[Na+:33].[OH-:32]>>[O:3]=[C:4]([OH:5])[c:6]1[cH:7][c:8]2[cH:9][c:10](-[c:15]3[c:16]([O:30][CH3:31])[n:17][n:18][c:19](-[c:21]4[cH:22][c:23]([CH3:29])[c:24]([OH:28])[c:25]([CH3:27])[cH:26]4)[cH:20]3)[nH:11][c:12]2[cH:13][cH:14]1.